The task is: describe an organic reaction: reactants, conditions, products, and yield. This data is from the Open Reaction Database (ORD), a public repository of structured organic reaction records. Reactants: CC1=CC(=NC=C1)NC1CN(C1)C(=O)OC(C)(C)C (tert-Butyl 3-[(4-methyl-2-pyridyl)amino]azetidine-1-carboxylate), FC(C(=O)O)(F)F (Trifluoroacetic acid). The solvent is C(Cl)Cl (DCM). Reaction conditions: time 8 hour. Product: N1CC(C1)NC1=NC=CC(=C1)C (N-(Azetidin-3-yl)-4-methyl-pyridin-2-amine). RXN SMILES: [CH3:1][C:2]1[CH:7]=[CH:6][N:5]=[C:4]([NH:8][CH:9]2[CH2:12][N:11](C(OC(C)(C)C)=O)[CH2:10]2)[CH:3]=1.FC(F)(F)C(O)=O>C(Cl)Cl>[NH:11]1[CH2:10][CH:9]([NH:8][C:4]2[CH:3]=[C:2]([CH3:1])[CH:7]=[CH:6][N:5]=2)[CH2:12]1. Procedure details: tert-Butyl 3-[(4-methyl-2-pyridyl)amino]azetidine-1-carboxylate (120 mg, 0.456 mmol) was dissolved in DCM (10 ml) under nitrogen. Trifluoroacetic acid (0.843 ml, 11.4 mmol) was added and the mixture was stirred at room temperature overnight. The mixture was concentrated under reduced pressure, the residue was dissolved in methanol and passed through a SCX column. The product was eluted by 2M ammonia in methanol, the solution was evaporated to dryness and the residue was used directly in the next... The reactants are FC1=CC=C(CC2CCN(CC2)C(C(=O)O)=O)C=C1 ([4-(4-fluoro-benzyl)-piperidin-1-yl]-oxo-acetic acid), NC1=CC=C(C=C1)O (4-amino-phenol). Solvent: C(C)OCC (diethylether). Yields the product FC1=CC=C(CC2CCN(CC2)C(C(=O)NC2=CC=C(C=C2)O)=O)C=C1 (2-[4-(4-Fluoro-benzyl)-piperidin-1-yl]-N-(4-hydroxy-phenyl)-2-oxo-acetamide). RXN SMILES: [F:1][C:2]1[CH:19]=[CH:18][C:5]([CH2:6][CH:7]2[CH2:12][CH2:11][N:10]([C:13](=[O:17])[C:14]([OH:16])=O)[CH2:9][CH2:8]2)=[CH:4][CH:3]=1.[NH2:20][C:21]1[CH:26]=[CH:25][C:24]([OH:27])=[CH:23][CH:22]=1>C(OCC)C>[F:1][C:2]1[CH:3]=[CH:4][C:5]([CH2:6][CH:7]2[CH2:8][CH2:9][N:10]([C:13](=[O:17])[C:14]([NH:20][C:21]3[CH:26]=[CH:25][C:24]([OH:27])=[CH:23][CH:22]=3)=[O:16])[CH2:11][CH2:12]2)=[CH:18][CH:19]=1. Procedure details: The title compound is prepared from [4-(4-fluoro-benzyl)-piperidin-1-yl]-oxo-acetic acid (Example 1b) and 4-amino-phenol (Aldrich) according to the method described in Example 1c. Melting Point: 98-100° C. (diethylether) The reactants are C([O-])(O)=O.[Na+] (sodium bicarbonate), C(=O)=O (carbon dioxide), 21.3, BrC(C(=O)C1=CC=CC=C1)C (α-bromopropiophenone), C(=O)[O-].[Na+] (sodium formate). Solvent: O (water), C(C)#N (acetonitrile). Product: OC(C(=O)C1=CC=CC=C1)C (α-hydroxypropiophenone). Yield: 98.0%. Reaction SMILES: C(=O)(O)[O-:2].[Na+].Br[CH:7]([CH3:16])[C:8]([C:10]1[CH:15]=[CH:14][CH:13]=[CH:12][CH:11]=1)=[O:9].C([O-])=O.[Na+].C(=O)=O>C(#N)C.O>[OH:2][CH:7]([CH3:16])[C:8]([C:10]1[CH:15]=[CH:14][CH:13]=[CH:12][CH:11]=1)=[O:9] |f:0.1,3.4|. Reported procedure: There was added 10.08 parts of sodium bicarbonate and about 60 parts of water to a mixture of 21.3 parts of α-bromopropiophenone, 6.8 parts of sodium formate and about 90 parts of acetonitrile. The resulting mixture was stirred vigorously for 48 hours at 65° C. during which time carbon dioxide evolved. After cooling, the acetonitrile solution was separated from the aqueous layer and evaporated to dryness. The residue was dissolved into chloroform which was extracted once with water, dried over s... Reactants: COCCc1cc2c(cc1OCc1ccccc1)CCC1C2CCC2(C)C(O)CCC12, C[N+]1([O-])CCOCC1, CO, CC(C)=O, CCC[N+](CCC)(CCC)CCC, ClCCl, O=[Ru](=O)(=O)[O-]. Yields the product COCCc1cc2c(cc1OCc1ccccc1)CCC1C2CCC2(C)C(=O)CCC12. Reaction SMILES: [CH2:1]([c:2]1[cH:3][cH:4][cH:5][cH:6][cH:7]1)[O:8][c:9]1[cH:10][c:11]2[c:24]([cH:25][c:26]1[CH2:27][CH2:28][O:29][CH3:30])[CH:23]1[CH:14]([CH2:13][CH2:12]2)[CH:15]2[CH2:16][CH2:17][CH:18]([OH:31])[C:19]2([CH3:20])[CH2:21][CH2:22]1.[CH3:32][N+:33]1([O-:39])[CH2:34][CH2:35][O:36][CH2:37][CH2:38]1.[CH3:43][OH:44].[CH3:45][C:46](=[O:47])[CH3:48].[CH3:54][CH2:55][CH2:56][N+:57]([CH2:58][CH2:59][CH3:60])([CH2:61][CH2:62][CH3:63])[CH2:64][CH2:65][CH3:66].[Cl:40][CH2:41][Cl:42].[O-:49][Ru:50](=[O:51])(=[O:52])=[O:53]>>[CH2:1]([c:2]1[cH:3][cH:4][cH:5][cH:6][cH:7]1)[O:8][c:9]1[cH:10][c:11]2[c:24]([cH:25][c:26]1[CH2:27][CH2:28][O:29][CH3:30])[CH:23]1[CH:14]([CH2:13][CH2:12]2)[CH:15]2[CH2:16][CH2:17][C:18](=[O:31])[C:19]2([CH3:20])[CH2:21][CH2:22]1. Starting materials: C1CCOC1 (THF), CC(CCCI)(C)[N+](=O)[O-] (4-methyl-4-nitropentyl iodide), CP(C)C (trimethylphosphine), solution. Run in CC(CC)=O (2-butanone). Reaction conditions: temperature 100 celsius. Product: [I-].C[P+](CCCC(C)([N+](=O)[O-])C)(C)C (Trimethyl(4-methyl-4-nitropentyl)phosphonium iodide). Yield: 93.0%. RXN SMILES: [CH3:1][C:2]([N+:8]([O-:10])=[O:9])([CH3:7])[CH2:3][CH2:4][CH2:5][I:6].[CH3:11][P:12]([CH3:14])[CH3:13].C1COCC1>CC(=O)CC>[I-:6].[CH3:11][P+:12]([CH3:14])([CH3:13])[CH2:5][CH2:4][CH2:3][C:2]([CH3:7])([N+:8]([O-:10])=[O:9])[CH3:1] |f:4.5|. Procedure details: To a 100 mL round bottomed flask was added 4-methyl-4-nitropentyl iodide (2.0 g, 7.78 mmol), 2-butanone (20 mL) and a 1 M solution of trimethylphosphine in THF (15.5 mL, 2 equiv, 15.5 mmol). This flask was placed into a stainless steel pressure vessel, sealed and heated at 100° C. for 4 days. The vessel was cooled and opened in a fumehood. The flask was removed and contained a white solid. The steel vessel contained solvent. The white solid was suspended in ethyl acetate (100 mL), filtered, rins...